This data is from the Open Reaction Database (ORD), a public repository of structured organic reaction records. The task is: describe an organic reaction: reactants, conditions, products, and yield The reactants are BrCCCCCCBr, [H-], [Na+], CN(C)C=O, O, OCCc1ccco1. The product is BrCCCCCCOCCc1ccco1. Reaction SMILES: [Br:11][CH2:12][CH2:13][CH2:14][CH2:15][CH2:16][CH2:17][Br:18].[H-:9].[Na+:10].[O:20]=[CH:21][N:22]([CH3:23])[CH3:24].[OH2:19].[o:1]1[c:2]([CH2:6][CH2:7][OH:8])[cH:3][cH:4][cH:5]1>>[o:1]1[c:2]([CH2:6][CH2:7][O:8][CH2:17][CH2:16][CH2:15][CH2:14][CH2:13][CH2:12][Br:11])[cH:3][cH:4][cH:5]1. The reactants are N#Cc1ccc(CBr)cc1, CC1(C)NC(=O)N(C(=O)c2cccc3ccccc23)C1=O, CCOC(C)=O, [H-], [Na+], CN(C)C=O. Product: CC1(C)C(=O)N(C(=O)c2cccc3ccccc23)C(=O)N1Cc1ccc(C#N)cc1. As a reaction SMILES: [C:24](#[N:25])[c:26]1[cH:27][cH:28][c:29]([CH2:30][Br:31])[cH:32][cH:33]1.[CH3:1][C:2]1([CH3:21])[C:3](=[O:20])[N:4]([C:8](=[O:9])[c:10]2[cH:11][cH:12][cH:13][c:14]3[cH:15][cH:16][cH:17][cH:18][c:19]23)[C:5](=[O:7])[NH:6]1.[CH3:34][CH2:35][O:36][C:37](=[O:38])[CH3:39].[H-:22].[Na+:23].[O:40]=[CH:41][N:42]([CH3:43])[CH3:44]>>[CH3:1][C:2]1([CH3:21])[C:3](=[O:20])[N:4]([C:8](=[O:9])[c:10]2[cH:11][cH:12][cH:13][c:14]3[cH:15][cH:16][cH:17][cH:18][c:19]23)[C:5](=[O:7])[N:6]1[CH2:30][c:29]1[cH:28][cH:27][c:26]([C:24]#[N:25])[cH:33][cH:32]1. Starting materials: NC(NCCC[C@@H](N)C(=O)NCC1=CC=C(C=C1)O)=N[N+](=O)[O-] ((R)-N5 -[amino (nitroimino) methyl]-N-[(4-hydroxyphenyl) methyl]ornithinamide), C1(=CC=CC=C1)CC(=O)O (phenylacetic acid), CN(C)C(=[N+](C)C)ON1C2=C(C=CC=C2)N=N1.[B-](F)(F)(F)F (TBTU). Yields the product NC(NCCC[C@@H](NC(CC1=CC=CC=C1)=O)C(=O)NCC1=CC=C(C=C1)O)=N[N+](=O)[O-] ((R)-N5 -[Amino(nitroimino)methyl]-N-[(4-hydroxyphenyl)methyl]-N2 -(phenylacetyl)-ornithinamide). Isolated yield 61.0%. Reaction SMILES: [NH2:1][C:2](=[N:20][N+:21]([O-:23])=[O:22])[NH:3][CH2:4][CH2:5][CH2:6][C@H:7]([C:9]([NH:11][CH2:12][C:13]1[CH:18]=[CH:17][C:16]([OH:19])=[CH:15][CH:14]=1)=[O:10])[NH2:8].[C:24]1([CH2:30][C:31](O)=[O:32])[CH:29]=[CH:28][CH:27]=[CH:26][CH:25]=1.CN(C(ON1N=NC2C=CC=CC1=2)=[N+](C)C)C.[B-](F)(F)(F)F>>[NH2:1][C:2](=[N:20][N+:21]([O-:23])=[O:22])[NH:3][CH2:4][CH2:5][CH2:6][C@H:7]([C:9]([NH:11][CH2:12][C:13]1[CH:14]=[CH:15][C:16]([OH:19])=[CH:17][CH:18]=1)=[O:10])[NH:8][C:31](=[O:32])[CH2:30][C:24]1[CH:29]=[CH:28][CH:27]=[CH:26][CH:25]=1 |f:2.3|. Procedure details: Prepared analogously to Example 5f) from (R)-N5 -[amino (nitroimino) methyl]-N-[(4-hydroxyphenyl) methyl]ornithinamide, phenylacetic acid and TBTU in a yield of 61% of theory. It was further processed without purification. Reactants: N=1C(=CN2C1C=CC=C2)C2=CC=C(C=C2)CC#N (4-(imidazo[1,2-a]pyridin-2-yl)phenylacetonitrile), Cl (hydrochloric acid), C(C)(=O)O (acetic acid). The product is N=1C(=CN2C1C=CC=C2)C2=CC=C(C=C2)CC(=O)O (4-(imidazo[1,2-a]-pyridin-2-yl)phenylacetic acid). Reaction SMILES: [N:1]1[C:2]([C:10]2[CH:15]=[CH:14][C:13](CC#N)=[CH:12][CH:11]=2)=[CH:3][N:4]2[CH:9]=[CH:8][CH:7]=[CH:6][C:5]=12.Cl.[C:20]([OH:23])(=[O:22])[CH3:21]>>[N:1]1[C:2]([C:10]2[CH:15]=[CH:14][C:13]([CH2:21][C:20]([OH:23])=[O:22])=[CH:12][CH:11]=2)=[CH:3][N:4]2[CH:9]=[CH:8][CH:7]=[CH:6][C:5]=12. Procedure details: A mixture of 2 g of 4-(imidazo[1,2-a]pyridin-2-yl)phenylacetonitrile, 10 ml of glacial acetic acid and 10 ml of concentrated hydrochloric acid is heated under reflux for 1 hour. The solvent is distilled off under reduced pressure, and water is added to the residue. The mixture is alkalified with 10% sodium hydroxide, and then filtered. The filtrate is adjusted to pH 6 by addition of 10% hydrochloric acid. The crystalline precipitate is filtered off and washed with water to give 1.2 g of 4-(imida... The reactants are FC=1C=CC(=NC1C)N1C(N2C(C=C1)=NC(=C2)COC2=CC=CC=C2)=O (6-(5-fluoro-6-methyl-pyridin-2-yl)-2-phenoxymethyl-6H-imidazo[1,2-c]pyrimidin-5-one), [H][H] (hydrogen). The reagents and catalysts are [Ni] (Raney nickel). Solvent: CN(C)C=O (DMF), CO (MeOH). Yields the product FC=1C=CC(=NC1C)N1C(N2C(CC1)=NC(=C2)COC2=CC=CC=C2)=O (6-(5-fluoro-6-methyl-pyridin-2-yl)-2-phenoxymethyl-7,8-dihydro-6H-imidazo[1,2-c]pyrimidin-5-one). Isolated yield 40.8%. As a reaction SMILES: [F:1][C:2]1[CH:3]=[CH:4][C:5]([N:9]2[CH:14]=[CH:13][C:12]3=[N:15][C:16]([CH2:18][O:19][C:20]4[CH:25]=[CH:24][CH:23]=[CH:22][CH:21]=4)=[CH:17][N:11]3[C:10]2=[O:26])=[N:6][C:7]=1[CH3:8].[H][H]>CN(C=O)C.CO.[Ni]>[F:1][C:2]1[CH:3]=[CH:4][C:5]([N:9]2[CH2:14][CH2:13][C:12]3=[N:15][C:16]([CH2:18][O:19][C:20]4[CH:21]=[CH:22][CH:23]=[CH:24][CH:25]=4)=[CH:17][N:11]3[C:10]2=[O:26])=[N:6][C:7]=1[CH3:8]. Procedure details: A solution of 6-(5-fluoro-6-methyl-pyridin-2-yl)-2-phenoxymethyl-6H-imidazo[1,2-c]pyrimidin-5-one (20 mg, 0.057 mmol) in a mixture of DMF (0.6 mL) and MeOH (0.6 mL) was hydrogenated in a H-cube reactor (1 mL/min, 30 mm Raney nickel cartridge, 80° C., full hydrogen mode, 1 cycle). The solvents were evaporated in vacuo and the crude product was purified by RP HPLC (C18 XBridge 19×100 5 um, gradient from 80% of 0.1% solution of ammonium formate/ammonium hydroxide buffer pH 9 solution in water and 2...